Dataset: the Open Reaction Database (ORD), a public repository of structured organic reaction records. Task: describe an organic reaction: reactants, conditions, products, and yield The reactants are CN(CCCNC(=S)N)C (3-dimethylaminopropyl thiourea), BrC(C(CC(=O)OC)=O)C (methyl 4-bromo-3-oxo-pentanoate), Intermediate 45. Product: COC(CC=1N=C(SC1C)NCCCN(C)C)=O ([2-(3-dimethylamino-propylamino)-5-methyl-thiazol-4-yl]-acetic acid methyl ester). Isolated yield 50.8%. Reaction SMILES: [CH3:1][N:2]([CH3:10])[CH2:3][CH2:4][CH2:5][NH:6][C:7]([NH2:9])=[S:8].Br[CH:12]([CH3:20])[C:13](=O)[CH2:14][C:15]([O:17][CH3:18])=[O:16]>>[CH3:18][O:17][C:15](=[O:16])[CH2:14][C:13]1[N:9]=[C:7]([NH:6][CH2:5][CH2:4][CH2:3][N:2]([CH3:10])[CH3:1])[S:8][C:12]=1[CH3:20]. Reported procedure: The title compound (854 mg) was prepared from 1.0 g (6.20 mmol) of 3-dimethylaminopropyl thiourea and 1.30 g (6.20 mmol) of methyl 4-bromo-3-oxo-pentanoate according to the method of Intermediate 45: low resolution MS (FAB)m/e 272 (M+). RXN SMILES: Cl[C:2]1[CH:7]=[CH:6][C:5]([N+:8]([O-:10])=[O:9])=[CH:4][C:3]=1[O:11][CH3:12].O.O.O.O.O.O.O.O.O.[S-2:22].[Na+].[Na+]>C(O)C.O>[CH3:12][O:11][C:3]1[CH:4]=[C:5]([N+:8]([O-:10])=[O:9])[CH:6]=[CH:7][C:2]=1[SH:22] |f:1.2.3.4.5.6.7.8.9.10.11.12|. Reaction conditions: temperature 100 celsius. Procedure details: To a suspension of 2-chloro-5-nitroanisole (1.00 g; 5.33 mmol) in 10 mL of ethanol at rt was added a solution of sodium sulfide nonahydrate (1.30 g; 5.41 mmol) in 1.4 mL of water and 0.8 mL of ethanol in three portions over 3 minutes. The resulting suspension was heated at 100° C. for 10 min. The suspension was cooled and concentrated under reduced pressure to a dark solid which was used immediately in the next step. HPLC 2.23 min retention time; LCMS (ES): m/z 186 [M+H]+. The product is COC1=C(C=CC(=C1)[N+](=O)[O-])S (2-Methoxy-4-nitrobenzenethiol). Starting materials: ClC1=C(C=C(C=C1)[N+](=O)[O-])OC (2-chloro-5-nitroanisole), O.O.O.O.O.O.O.O.O.[S-2].[Na+].[Na+] (sodium sulfide nonahydrate). Solvent: C(C)O (ethanol), O (water), C(C)O (ethanol). Starting materials: CCOC(C)=O, CC(C)c1cccc2c1OCCN(C(=O)OC(C)(C)C)C2, CCOC(C)=O, Cl. Product: CC(C)c1cccc2c1OCCNC2, Cl. As a reaction SMILES: [C:22]([O:23][CH2:24][CH3:25])(=[O:26])[CH3:27].[CH3:1][CH:2]([CH3:3])[c:4]1[cH:5][cH:6][cH:7][c:8]2[c:14]1[O:13][CH2:12][CH2:11][N:10]([C:15]([O:16][C:17]([CH3:18])([CH3:19])[CH3:20])=[O:21])[CH2:9]2.[CH3:29][CH2:30][O:31][C:32](=[O:33])[CH3:34].[ClH:28]>>[CH3:1][CH:2]([CH3:3])[c:4]1[cH:5][cH:6][cH:7][c:8]2[c:14]1[O:13][CH2:12][CH2:11][NH:10][CH2:9]2.[ClH:28]. Starting materials: C(C1=CC=CC=C1)(=O)C=1C(=C(C=CC1)CC(=O)O)[N+](=O)[O-] (3-benzoyl-2-nitrobenzeneacetic acid), S(=O)(Cl)Cl (thionyl chloride), C1=CC=CC=C1 (benzene), acid chloride, NCCCC1=CC(=C(C=C1)OC)OC (3-amino (3,4-dimethoxyphenyl)propane). The solvent is O1CCCC1 (tetrahydrofuran), O (water). Product: C(C1=CC=CC=C1)(=O)C=1C(=C(C=CC1)CC(=O)NCCCC1=CC(=C(C=C1)OC)OC)[N+](=O)[O-] (3-Benzoyl-2-nitrophenyl-N-3-(3,4-dimethoxyphenyl)propyl acetamide). Reaction SMILES: [C:1]([C:9]1[C:10]([N+:19]([O-:21])=[O:20])=[C:11]([CH2:15][C:16]([OH:18])=O)[CH:12]=[CH:13][CH:14]=1)(=[O:8])[C:2]1[CH:7]=[CH:6][CH:5]=[CH:4][CH:3]=1.S(Cl)(Cl)=O.C1C=CC=CC=1.[NH2:32][CH2:33][CH2:34][CH2:35][C:36]1[CH:41]=[CH:40][C:39]([O:42][CH3:43])=[C:38]([O:44][CH3:45])[CH:37]=1>O1CCCC1.O>[C:1]([C:9]1[C:10]([N+:19]([O-:21])=[O:20])=[C:11]([CH2:15][C:16]([NH:32][CH2:33][CH2:34][CH2:35][C:36]2[CH:41]=[CH:40][C:39]([O:42][CH3:43])=[C:38]([O:44][CH3:45])[CH:37]=2)=[O:18])[CH:12]=[CH:13][CH:14]=1)(=[O:8])[C:2]1[CH:3]=[CH:4][CH:5]=[CH:6][CH:7]=1. Procedure: A mixture of 0.028 mole of 3-benzoyl-2-nitrobenzeneacetic acid, 50 mL of thionyl chloride and 50 mL of benzene is heated at reflux. The dark solution is concentrated under vacuum. The residue is diluted with benzene and concentrated under vacuum (twice). A portion of the acid chloride (0.01 3 mole) in tetrahydrofuran is added to a solution of 3-amino (3,4-dimethoxyphenyl)propane (0.015 mole). The mixture is stirred at room temperature and then added to 200 mL of cold water. The resulting mixture...